Dataset: the Open Reaction Database (ORD), a public repository of structured organic reaction records. Task: describe an organic reaction: reactants, conditions, products, and yield The reactants are C1CNCCN1, CS(C)=O, CCN(C)c1nc(Cl)nc2c(SC)ncnc12. Yields the product CCN(C)c1nc(N2CCNCC2)nc2c(SC)ncnc12. As a reaction SMILES: [CH2:18]1[CH2:19][NH:20][CH2:21][CH2:22][NH:23]1.[CH3:24][S:25]([CH3:26])=[O:27].[Cl:1][c:2]1[n:3][c:4]([N:14]([CH3:15])[CH2:16][CH3:17])[c:5]2[c:6]([n:7]1)[c:8]([S:12][CH3:13])[n:9][cH:10][n:11]2>>[c:2]1([N:20]2[CH2:19][CH2:18][NH:23][CH2:22][CH2:21]2)[n:3][c:4]([N:14]([CH3:15])[CH2:16][CH3:17])[c:5]2[c:6]([n:7]1)[c:8]([S:12][CH3:13])[n:9][cH:10][n:11]2. Reactants: BrC=1C(=NC(=NC1)N1CCN(CC1)C(=O)OC(C)(C)C)O (tert-butyl 4-(5-bromo-4-hydroxypyrimidin-2-yl)piperazine-1-carboxylate), [Br-].C(C1=CC=CC=C1)[Zn+] (benzylzinc(II) bromide). Reagents/catalysts: CC(C)(C)P(C1=CC=C(C=C1)N(C)C)C(C)(C)C.CC(C)(C)P(C1=CC=C(C=C1)N(C)C)C(C)(C)C.Cl[Pd]Cl (Pd(Amphos)Cl2). The solvent is C1CCOC1 (THF), C(C)(=O)OCC (ethyl acetate). Conditions: temperature 60 celsius, time 8 hour. Yields the product C(C1=CC=CC=C1)C=1C(=NC(=NC1)N1CCNCC1)O (5-benzyl-2-(piperazin-1-yl)pyrimidin-4-ol). Yield: 54.2%. As a reaction SMILES: Br[C:2]1[C:3]([OH:21])=[N:4][C:5]([N:8]2[CH2:13][CH2:12][N:11](C(OC(C)(C)C)=O)[CH2:10][CH2:9]2)=[N:6][CH:7]=1.[Br-].[CH2:23]([Zn+])[C:24]1[CH:29]=[CH:28][CH:27]=[CH:26][CH:25]=1>C1COCC1.C(OCC)(=O)C.CC(P(C(C)(C)C)C1C=CC(N(C)C)=CC=1)(C)C.CC(P(C(C)(C)C)C1C=CC(N(C)C)=CC=1)(C)C.Cl[Pd]Cl>[CH2:23]([C:2]1[C:3]([OH:21])=[N:4][C:5]([N:8]2[CH2:9][CH2:10][NH:11][CH2:12][CH2:13]2)=[N:6][CH:7]=1)[C:24]1[CH:29]=[CH:28][CH:27]=[CH:26][CH:25]=1 |f:1.2,5.6.7|. Reported procedure: To a solution of tert-butyl 4-(5-bromo-4-hydroxypyrimidin-2-yl)piperazine-1-carboxylate (20 g, 56 mmol) and Pd(Amphos)Cl2 (4.0 g 5.6 mmol) in THF (200 mL, dry) was added benzylzinc(II) bromide (168 mL, 168 mmol) under argon and the mixture was stirred at 60° C. overnight. The reaction mixture was diluted with ethyl acetate (1.5 L), filtered and the filtrate was concentrated under reduced pressure. The residue was purified by silica gel chromatography (petroleum ether/ethyl acetate=1:1 to 100% et... The reactants are C(C=C)OC1=CC(=C(C#N)C=C1)Cl (4-allyloxy-2-chlorobenzonitrile), C(C=C)C=1C(=CC(=C(C#N)C1)Cl)O (5-allyl-2-chloro-4-hydroxybenzonitrile). The product is C(C=C)C=1C(=C(C#N)C=CC1O)Cl (3-allyl-2-chloro-4-hydroxybenzonitrile). The yield is 51.0%. Reaction SMILES: C([O:4][C:5]1[CH:12]=[CH:11][C:8]([C:9]#[N:10])=[C:7]([Cl:13])[CH:6]=1)C=C.[CH2:14]([C:17]1C(O)=CC(Cl)=C(C=1)C#N)[CH:15]=C>>[CH2:17]([C:6]1[C:7]([Cl:13])=[C:8]([CH:11]=[CH:12][C:5]=1[OH:4])[C:9]#[N:10])[CH:14]=[CH2:15]. Procedure details: Following the process described in example 6 (point B), starting from 4-allyloxy-2-chlorobenzonitrile, a mixture of 5-allyl-2-chloro-4-hydroxybenzonitrile and 3-allyl-2-chloro-4-hydroxybenzonitrile was obtained. The two isomers were separated by chromatography through a silica gel column. Eluting with petroleum ether:ethyl ether, 8:2, the isomer 5-allyl-2-chloro-4-hydroxybenzonitrile (39% yield) was recovered and eluting with petroleum ether:ethyl ether, 6:4, the isomer 3-allyl-2-chloro-4-hydrox... Starting materials: CCNC(=O)Nc1ccc(-c2nc3c(c(N4CCOCC4)n2)CCNC3)cc1, [Cl-], Cl, O=C(O)c1ccc(F)cc1. Yields the product CCNC(=O)Nc1ccc(-c2nc3c(c(N4CCOCC4)n2)CCN(C(=O)c2ccc(F)cc2)C3)cc1. As a reaction SMILES: [CH2:2]([CH3:3])[NH:4][C:5](=[O:6])[NH:7][c:8]1[cH:9][cH:10][c:11](-[c:14]2[n:15][c:16]([N:24]3[CH2:25][CH2:26][O:27][CH2:28][CH2:29]3)[c:17]3[c:18]([n:19]2)[CH2:20][NH:21][CH2:22][CH2:23]3)[cH:12][cH:13]1.[Cl-:30].[ClH:1].[F:31][c:32]1[cH:33][cH:34][c:35]([C:36](=[O:37])[OH:38])[cH:39][cH:40]1>>[CH2:2]([CH3:3])[NH:4][C:5](=[O:6])[NH:7][c:8]1[cH:9][cH:10][c:11](-[c:14]2[n:15][c:16]([N:24]3[CH2:25][CH2:26][O:27][CH2:28][CH2:29]3)[c:17]3[c:18]([n:19]2)[CH2:20][N:21]([C:36]([c:35]2[cH:34][cH:33][c:32]([F:31])[cH:40][cH:39]2)=[O:37])[CH2:22][CH2:23]3)[cH:12][cH:13]1. Starting materials: C(C)(C)(C)OC(=O)N[C@H]([C@H]([C@H](CC#C)O)O)CC1CCCCC1 ((4S,5R,6S)-N-[(tert-Butyloxy) carbonyl]-6-amino-7-cyclohexyl-4,5-dihydroxyhept-1-yne), FC(C(=O)O)(F)F (trifluoroacetic acid). Solvent: CH2Cl12. Yields the product N[C@H]([C@H]([C@H](CC#C)O)O)CC1CCCCC1 ((4S,5R,6S)-6-amino-7-cyclohexyl-4,5-dihydroxyhept-1-yne). Yield: 104.3%. As a reaction SMILES: C(OC([NH:8][C@@H:9]([CH2:17][CH:18]1[CH2:23][CH2:22][CH2:21][CH2:20][CH2:19]1)[C@@H:10]([OH:16])[C@@H:11]([OH:15])[CH2:12][C:13]#[CH:14])=O)(C)(C)C.FC(F)(F)C(O)=O>>[NH2:8][C@@H:9]([CH2:17][CH:18]1[CH2:19][CH2:20][CH2:21][CH2:22][CH2:23]1)[C@@H:10]([OH:16])[C@@H:11]([OH:15])[CH2:12][C:13]#[CH:14]. Procedure details: A solution of compound of Step 6 (0.926 g, 2.85 mmol) and trifluoroacetic acid (5.49 mL, 71.3 mmol) in CH2Cl12 (5.49 mL) was stirred at room temperature for 30 minutes and then concentrated in vacuo. The residue was dissolved in 1.0N KOH (7 mL) and extracted with ethyl acetate (4×10 mL). The combined organic layers were dried over MgSO4 and then concentrated to give the title amine as an off-white solid (0.67 g, 100% yield). 1H and 13C NMR spectral data were consistent with the proposed structur... Starting materials: O (water), C1(=CC=CC=C1)CC(=O)OCC (ethyl phenylacetate), C(C)(=O)OCC (ethyl acetate), C(C)(C)[N-]C(C)C.[Li+] (lithium diisopropylamide). Run in O1CCCC1 (tetrahydrofuran). Conditions: temperature -78 celsius, time 1 hour. Yields the product O=C(C(C(=O)OCC)C1=CC=CC=C1)C (ethyl 3-oxo-2-phenylbutanoate). Yield: 52.5%. RXN SMILES: [C:1]1([CH2:7][C:8]([O:10][CH2:11][CH3:12])=[O:9])[CH:6]=[CH:5][CH:4]=[CH:3][CH:2]=1.C([N-]C(C)C)(C)C.[Li+].[C:21](OCC)(=[O:23])[CH3:22].O>O1CCCC1>[O:23]=[C:21]([CH3:22])[CH:7]([C:1]1[CH:6]=[CH:5][CH:4]=[CH:3][CH:2]=1)[C:8]([O:10][CH2:11][CH3:12])=[O:9] |f:1.2|. Procedure: A stirred solution of 10 grams (0.061 mole) of ethyl phenylacetate in 125 mL of tetrahydrofuran is cooled to -78° C., and 33.5 mL (0.067 mole) of lithium diisopropylamide (2M solution in heptane-tetrahydrofuranethylbenzene) is slowly added dropwise at a rate to maintain the reaction mixture temperature below -60° C. Upon completion of addition, the reaction mixture is stirred at -78° C. for about one hour. After this time, 6.5 mL (0.067 mole) of ethyl acetate is added dropwise. Upon completion o... Reactants: C(=O)[C@H]1CN(C[C@@H]1C1=CC=CC=C1)[C@@H](C(=O)OCC1=CC=CC=C1)C1CCCCC1 (2-(R)-(3-(R)-formyl-4-(S)-phenylpyrrolidin-1-yl)-2-(cyclohexyl)acetic acid, benzyl ester), C1=C(C=CC2=CC=CC=C12)CCC1CCNCC1 (4-(2-napthylethyl)piperidine). Yields the product C1(=CC=CC2=CC=CC=C12)CCC1CCN(CC1)C[C@H]1CN(C[C@@H]1C1=CC=CC=C1)[C@@H](C(=O)O)C1CCCCC1 (2-(R)-(3-(S)-((4-(2-((1-Naphthyl))ethyl)piperidin-1-yl)methyl)-4-(S)-phenylpyrrolidin-1-yl)-2-(cyclohexyl)acetic acid). RXN SMILES: [CH:1]([C@@H:3]1[C@@H:7]([C:8]2[CH:13]=[CH:12][CH:11]=[CH:10][CH:9]=2)[CH2:6][N:5]([C@H:14](C2CCCCC2)[C:15]([O:17]CC2C=CC=CC=2)=[O:16])[CH2:4]1)=O.[CH:31]1[C:40]2[C:35](=[CH:36][CH:37]=[CH:38][CH:39]=2)[CH:34]=[CH:33][C:32]=1[CH2:41][CH2:42][CH:43]1[CH2:48][CH2:47][NH:46][CH2:45][CH2:44]1>>[C:32]1([CH2:41][CH2:42][CH:43]2[CH2:44][CH2:45][N:46]([CH2:1][C@@H:3]3[C@@H:7]([C:8]4[CH:9]=[CH:10][CH:11]=[CH:12][CH:13]=4)[CH2:6][N:5]([C@H:14]([CH:8]4[CH2:13][CH2:12][CH2:11][CH2:10][CH2:9]4)[C:15]([OH:17])=[O:16])[CH2:4]3)[CH2:47][CH2:48]2)[C:31]2[C:40](=[CH:39][CH:38]=[CH:37][CH:36]=2)[CH:35]=[CH:34][CH:33]=1. Reported procedure: The title compound was prepared from 2-(R)-(3-(R)-formyl-4-(S)-phenylpyrrolidin-1-yl)-2-(cyclohexyl)acetic acid, benzyl ester (from EXAMPLE 1, Step I) and 4-(2-napthylethyl)piperidine (from EXAMPLE 162, Step C) using procedures analogous to those described in EXAMPLE 1, Steps J and K. For the title compound: 1H NMR (500 MHz, CD3OD) a 1.103.80 (m, 33H), 7.10-7.60 (m, 9H), 7.68 (d, J=7.7, 1H), 7.83 (d, J=8.0, 1H), 7.99 (d, J=8.5, 1H); ESI-MS 539 (M+H); HPLC A: 2.83 min. The reactants are FC(C1=NN(C(=C1)C(F)F)CC(=O)N1CCC(CC1)(F)C=1SC=C(N1)C(=O)OCC)F (ethyl 2-(1-{[3,5-bis(difluoromethyl)-1H-pyrazol-1-yl]acetyl}-4-fluoropiperidin-4-yl)-1,3-thiazole-4-carboxylate), ice, O.[OH-].[Li+] (lithium hydroxide monohydrate). The solvent is O1CCCC1 (tetrahydrofuran), O (water). Conditions: time 3 hour. The product is FC(C1=NN(C(=C1)C(F)F)CC(=O)N1CCC(CC1)(F)C=1SC=C(N1)C(=O)O)F (2-(1-{[3,5-bis(Difluoromethyl)-1H-pyrazol-1-yl]acetyl}-4-fluoropiperidin-4-yl)-1,3-thiazole-4-carboxylic acid). As a reaction SMILES: [F:1][CH:2]([F:31])[C:3]1[CH:7]=[C:6]([CH:8]([F:10])[F:9])[N:5]([CH2:11][C:12]([N:14]2[CH2:19][CH2:18][C:17]([C:21]3[S:22][CH:23]=[C:24]([C:26]([O:28]CC)=[O:27])[N:25]=3)([F:20])[CH2:16][CH2:15]2)=[O:13])[N:4]=1.O.[OH-].[Li+]>O1CCCC1.O>[F:31][CH:2]([F:1])[C:3]1[CH:7]=[C:6]([CH:8]([F:10])[F:9])[N:5]([CH2:11][C:12]([N:14]2[CH2:15][CH2:16][C:17]([C:21]3[S:22][CH:23]=[C:24]([C:26]([OH:28])=[O:27])[N:25]=3)([F:20])[CH2:18][CH2:19]2)=[O:13])[N:4]=1 |f:1.2.3|. Procedure details: To a solution of ethyl 2-(1-{[3,5-bis(difluoromethyl)-1H-pyrazol-1-yl]acetyl}-4-fluoropiperidin-4-yl)-1,3-thiazole-4-carboxylate (300 mg) in tetrahydrofuran (3 ml) and water (1 ml) was added, at room temperature, lithium hydroxide monohydrate (40 mg). The mixture was stirred at room temperature for 3 hours, and then ice-cold 1N HCl solution was added. The aqueous phase was extracted with ethyl acetate and then the combined organic phases were dried over sodium sulphate. The solids were filtered ... Solvent: C(C)O (ethanol), C(C)O (ethanol). Procedure: A solution of 8.98 gm. (0.39 mole) of sodium in 180 ml. of anhydrous ethanol is added to a solution of 26.8 gm. (0.386 mole) of hydroxylamine hydrochloride in 270 ml. of hot ethanol. The precipitate is removed by filtration. To the stirred filtrate is added 34.2 gm. (0.26 mole) of ethyl 2-thiooxamate. The yellow solution is allowed to stand overnight. The solution is evaporated to dryness in vacuo and the residue recrystallized from diethyl ether. There is obtained 21.2 g. (68%) of a yellow soli... Reactants: [Na] (sodium), yellow solid, Cl.NO (hydroxylamine hydrochloride), CCOC(=O)C(=S)N (ethyl 2-thiooxamate). Run at time 8 hour. Product: CCOC(=O)/C(=N/O)/N (Ethyl 2-oximinooxamate). As a reaction SMILES: [Na].Cl.[NH2:3][OH:4].[CH3:5][CH2:6][O:7][C:8]([C:10]([NH2:12])=S)=[O:9]>C(O)C>[CH3:5][CH2:6][O:7][C:8](/[C:10](/[NH2:12])=[N:3]/[OH:4])=[O:9] |f:1.2,^1:0|.